From a dataset of the Open Reaction Database (ORD), a public repository of structured organic reaction records. describe an organic reaction: reactants, conditions, products, and yield The reactants are CC(O)N(C)C, C=CC1CC1(C#N)C(=O)OCC, [Na]. The product is C=CC1CC1(C#N)C(=O)OCCN(C)C. As a reaction SMILES: [CH3:13][N:14]([CH3:15])[CH:16]([OH:17])[CH3:18].[CH:1](=[CH2:2])[CH:3]1[C:4]([C:6](=[O:7])[O:8][CH2:9][CH3:10])([C:11]#[N:12])[CH2:5]1.[Na:19]>>[CH:1](=[CH2:2])[CH:3]1[C:4]([C:6](=[O:7])[O:8][CH2:9][CH2:10][N:14]([CH3:13])[CH3:15])([C:11]#[N:12])[CH2:5]1. The reactants are CC(=O)OC(C)=O, Nc1cc(C(=O)O)ccc1C(F)(F)F. Product: CC(=O)Nc1cc(C(=O)O)ccc1C(F)(F)F. Reaction SMILES: [CH3:15][C:16](=[O:17])[O:18][C:19](=[O:20])[CH3:21].[NH2:1][c:2]1[c:3]([C:11]([F:12])([F:13])[F:14])[cH:4][cH:5][c:6]([C:8](=[O:9])[OH:10])[cH:7]1>>[NH:1]([c:2]1[c:3]([C:11]([F:12])([F:13])[F:14])[cH:4][cH:5][c:6]([C:8](=[O:9])[OH:10])[cH:7]1)[C:16]([CH3:15])=[O:17]. The reactants are CC(C)c1cc(CO)ccc1C(C)(C)C, ClCCl, O=S(Cl)Cl. Product: CC(C)c1cc(CCl)ccc1C(C)(C)C. Reaction SMILES: [C:1]([CH3:2])([CH3:3])([CH3:4])[c:5]1[c:6]([CH:13]([CH3:14])[CH3:15])[cH:7][c:8]([CH2:11][OH:12])[cH:9][cH:10]1.[Cl:20][CH2:21][Cl:22].[S:16]([Cl:17])([Cl:18])=[O:19]>>[C:1]([CH3:2])([CH3:3])([CH3:4])[c:5]1[c:6]([CH:13]([CH3:14])[CH3:15])[cH:7][c:8]([CH2:11][Cl:18])[cH:9][cH:10]1. Starting materials: COc1ccc(C(C)C)cc1-c1ccc(C(F)(F)F)cc1CN(CC(O)c1cc(C(F)(F)F)cc(C(F)(F)F)c1)C(=O)OC(C)(C)C, CS(=O)(=O)Cl, CCOC(C)=O, CCN(C(C)C)C(C)C, ClCCl. Yields the product COc1ccc(C(C)C)cc1-c1ccc(C(F)(F)F)cc1CN(CC(OS(C)(=O)=O)c1cc(C(F)(F)F)cc(C(F)(F)F)c1)C(=O)OC(C)(C)C. Reaction SMILES: [C:1]([CH3:2])([CH3:3])([CH3:4])[O:5][C:6]([N:7]([CH2:8][c:9]1[c:10](-[c:19]2[c:20]([O:28][CH3:29])[cH:21][cH:22][c:23]([CH:25]([CH3:26])[CH3:27])[cH:24]2)[cH:11][cH:12][c:13]([C:15]([F:16])([F:17])[F:18])[cH:14]1)[CH2:30][CH:31]([OH:32])[c:33]1[cH:34][c:35]([C:43]([F:44])([F:45])[F:46])[cH:36][c:37]([C:39]([F:40])([F:41])[F:42])[cH:38]1)=[O:47].[CH3:57][S:58]([Cl:59])(=[O:60])=[O:61].[CH3:65][CH2:66][O:67][C:68]([CH3:69])=[O:70].[CH:48]([N:49]([CH2:50][CH3:51])[CH:52]([CH3:53])[CH3:54])([CH3:55])[CH3:56].[Cl:62][CH2:63][Cl:64]>>[C:1]([CH3:2])([CH3:3])([CH3:4])[O:5][C:6]([N:7]([CH2:8][c:9]1[c:10](-[c:19]2[c:20]([O:28][CH3:29])[cH:21][cH:22][c:23]([CH:25]([CH3:26])[CH3:27])[cH:24]2)[cH:11][cH:12][c:13]([C:15]([F:16])([F:17])[F:18])[cH:14]1)[CH2:30][CH:31]([O:32][S:58]([CH3:57])(=[O:60])=[O:61])[c:33]1[cH:34][c:35]([C:43]([F:44])([F:45])[F:46])[cH:36][c:37]([C:39]([F:40])([F:41])[F:42])[cH:38]1)=[O:47]. The reactants are BrC=1N=C(C(=NC1CC)N[C@H]1[C@H](CC2=CC=CC=C12)O)CC ((1R,2S)-1-[(5-bromo-3,6-diethylpyrazin-2-yl)amino]-2,3-dihydro-1H-inden-2-ol), C(C)C=1C(=NC(=CN1)CC)N[C@@H]1CN(C[C@H]1O)C(=O)OCC1=CC=CC=C1 (benzyl (trans)-3-[(3,6-diethylpyrazin-2-yl)amino]-4-hydroxypyrrolidine-1-carboxylate). Product: BrC=1N=C(C(=NC1CC)N[C@@H]1CN(C[C@H]1O)C(=O)OCC1=CC=CC=C1)CC (benzyl (trans)-3-[(5-bromo-3,6-diethylpyrazin-2-yl)amino]-4-hydroxypyrrolidine-1-carboxylate). RXN SMILES: [Br:1][C:2]1[N:3]=[C:4]([CH2:21][CH3:22])[C:5]([NH:10][C@@H:11]2[C:19]3C(=CC=CC=3)[CH2:13][C@@H:12]2[OH:20])=[N:6][C:7]=1[CH2:8][CH3:9].C(C1C(N[C@H]2[C@H](O)C[N:36]([C:40]([O:42][CH2:43][C:44]3[CH:49]=[CH:48][CH:47]=[CH:46][CH:45]=3)=[O:41])C2)=NC(CC)=CN=1)C>>[Br:1][C:2]1[N:3]=[C:4]([CH2:21][CH3:22])[C:5]([NH:10][C@H:11]2[C@H:12]([OH:20])[CH2:13][N:36]([C:40]([O:42][CH2:43][C:44]3[CH:49]=[CH:48][CH:47]=[CH:46][CH:45]=3)=[O:41])[CH2:19]2)=[N:6][C:7]=1[CH2:8][CH3:9]. Reported procedure: Following the procedure for the preparation of (1R,2S)-1-[(5-bromo-3,6-diethylpyrazin-2-yl)amino]-2,3-dihydro-1H-inden-2-ol but substituting benzyl (trans)-3-[(3,6-diethylpyrazin-2-yl)amino]-4-hydroxypyrrolidine-1-carboxylate and making non-critical variations provided the title compound as a oil: 1H NMR (300 MHz, CDCl3) δ) 7.38, 5.17, 4.48. 4.38, 4.28, 4.12, 3.91, 3.42, 2.86-2.78, 2.58, 1.32-1.24; HRMS (FAB) calcd for C20H25BrN4O3+H 449.1189, found 449.1175. RXN SMILES: [Br:1][C:2]1[CH:8]=[C:7]([O:9][C:10]([F:13])([F:12])[F:11])[C:5]([NH2:6])=[C:4]([N+:14]([O-:16])=[O:15])[CH:3]=1.[C:17](=O)([O-])[O-].[Cs+].[Cs+].CI>CN(C)C=O>[Br:1][C:2]1[CH:8]=[C:7]([O:9][C:10]([F:11])([F:13])[F:12])[C:5]([NH:6][CH3:17])=[C:4]([N+:14]([O-:16])=[O:15])[CH:3]=1 |f:1.2.3|. Yields the product BrC1=CC(=C(NC)C(=C1)OC(F)(F)F)[N+](=O)[O-] (4-Bromo-N-methyl-2-nitro-6-(trifluoromethoxy)aniline). The solvent is CN(C=O)C (N,N-dimethylformamide). Procedure: A solution of 4-bromo-2-nitro-6-(trifluoromethoxy)aniline (1.962 g, 6.52 mmol, commercially available from, for example, Apollo Scientific) in N,N-dimethylformamide (DMF) (80 mL) was cooled with an ice/water bath to ˜0° C. for 10 min. Cesium carbonate (4.25 g, 13.04 mmol) was then added and stirred, and the colour changed from yellow to red. After 10 min, methyl iodide (0.408 mL, 6.52 mmol) was added and the mixture was allowed to return to rt with stirring under nitrogen for 3 h. LCMS showed 90... Reactants: BrC1=CC(=C(N)C(=C1)OC(F)(F)F)[N+](=O)[O-] (4-bromo-2-nitro-6-(trifluoromethoxy)aniline), C([O-])([O-])=O.[Cs+].[Cs+] (Cesium carbonate), CI (methyl iodide). Reaction conditions: time 10 minute. Starting materials: [Br-], O=C1CCC1, C1CCOC1, C=CC[Mg+], CO, Cl, CC(C)(C)[Si](C)(C)OS(=O)(=O)C(F)(F)F. The product is C=CCC1(O[Si](C)(C)C(C)(C)C)CCC1. RXN SMILES: [Br-:6].[C:1]1(=[O:5])[CH2:2][CH2:3][CH2:4]1.[CH2:29]1[O:30][CH2:31][CH2:32][CH2:33]1.[CH2:7]([CH:8]=[CH2:9])[Mg+:10].[CH3:27][OH:28].[ClH:26].[S:11]([O:12][Si:19]([CH3:20])([CH3:21])[C:22]([CH3:23])([CH3:24])[CH3:25])([C:13]([F:14])([F:15])[F:16])(=[O:17])=[O:18]>>[C:1]1([O:5][Si:19]([CH3:20])([CH3:21])[C:22]([CH3:23])([CH3:24])[CH3:25])([CH2:7][CH:8]=[CH2:9])[CH2:2][CH2:3][CH2:4]1.